From a dataset of the Open Reaction Database (ORD), a public repository of structured organic reaction records. describe an organic reaction: reactants, conditions, products, and yield The reactants are N (ammonia), N (ammonia), C(C1=CC=CC=C1)N1C([C@H](C[C@H]1CC1=CC=CC=C1)CCC1(OCCO1)C)=O (1-benzyl-5(S)-benzyl-3(S)-[2-(2-methyl-[1,3]dioxolan-2-yl)-ethyl]-pyrrolidin-2-one), [Li] (Lithium). The solvent is C1CCOC1 (THF), C1CCOC1 (THF), CO (MeOH). Run at time 20 minute. Product: C(C1=CC=CC=C1)[C@@H]1C[C@@H](C(N1)=O)CCC1(OCCO1)C (5(S)-benzyl-3(S)-[2-(2-methyl-[1,3]dioxolan-2-yl)-ethyl]-pyrrolidin-2-one). Reaction SMILES: N.C([N:9]1[C@H:13]([CH2:14][C:15]2[CH:20]=[CH:19][CH:18]=[CH:17][CH:16]=2)[CH2:12][C@H:11]([CH2:21][CH2:22][C:23]2([CH3:28])[O:27][CH2:26][CH2:25][O:24]2)[C:10]1=[O:29])C1C=CC=CC=1.[Li]>C1COCC1.CO>[CH2:14]([C@H:13]1[NH:9][C:10](=[O:29])[C@@H:11]([CH2:21][CH2:22][C:23]2([CH3:28])[O:27][CH2:26][CH2:25][O:24]2)[CH2:12]1)[C:15]1[CH:20]=[CH:19][CH:18]=[CH:17][CH:16]=1 |^1:29|. Reported procedure: Into a 3-necked 500 mL flask at −78° C. was condensed 100 mL of ammonia. Next, 12-2 (470 mg, 1.24 mmol), dissolved in 20 mL of THF, was added. Lithium (19 mg, 2.48 mmol) was washed with MeOH, then THF and then added to the ammonia. After 20 minutes, the reaction was quenched with NH4Cl; 200 mL of THF was added, the cooling bath was removed and the solution purged with argon for 30 minutes to remove the ammonia. The solution was dried (MgSO4) and concentrated. Flash chromatography (silica, EtOAc)... Reactants: C(C)(C)(C)OC(C(=O)Cl)=O (2-chloro-2-oxo-acetic acid tert.butylester), [Cl-].[Ca+2].[Cl-] (calcium chloride), C(C)(C)(C)OC(N[C@H]1[C@H](NC1=O)CCC(CO[Si](C)(C)C(C)(C)C)=O)=O ((2R, 3S)-[2-[4-(tert-Butyl-dimethyl-silanyloxy)-3-oxo-butyl]-4-oxo-azetidin-3-yl]-carbamic acid tert-butyl ester), C(C)(C)N(C(C)C)CC (N,N-diisopropylethylamine). The solvent is C(Cl)Cl (methylene chloride). Run at temperature 2.5 celsius, time 1 hour. Yields the product C(C)(C)(C)OC(C(=O)N1[C@@H]([C@@H](C1=O)NC(=O)OC(C)(C)C)CCC(CO[Si](C)(C)C(C)(C)C)=O)=O ((2R, 3S)-{3-tert-Butoxycarbonylamino-2-[4-(tert-butyl-dimethyl-silanyloxy)-3-oxo-butyl]-4-oxo-azetidin-1-yl}-oxo-acetic acid tert-butyl ester). Isolated yield 72.2%. RXN SMILES: [C:1]([O:5][C:6](=[O:10])[C:7](Cl)=[O:8])([CH3:4])([CH3:3])[CH3:2].[Cl-].[Ca+2].[Cl-].[C:14]([O:18][C:19](=[O:39])[NH:20][C@@H:21]1[C:24](=[O:25])[NH:23][C@@H:22]1[CH2:26][CH2:27][C:28](=[O:38])[CH2:29][O:30][Si:31]([C:34]([CH3:37])([CH3:36])[CH3:35])([CH3:33])[CH3:32])([CH3:17])([CH3:16])[CH3:15].C(N(CC)C(C)C)(C)C>C(Cl)Cl>[C:1]([O:5][C:6](=[O:10])[C:7]([N:23]1[C:24](=[O:25])[C@@H:21]([NH:20][C:19]([O:18][C:14]([CH3:15])([CH3:16])[CH3:17])=[O:39])[C@H:22]1[CH2:26][CH2:27][C:28](=[O:38])[CH2:29][O:30][Si:31]([C:34]([CH3:37])([CH3:36])[CH3:35])([CH3:33])[CH3:32])=[O:8])([CH3:4])([CH3:3])[CH3:2] |f:1.2.3|. Reported procedure: To a solution of 490.7 g (3.0 Mol) chloro-oxo-acetic acid tert-butyl ester (6) in 4.41 l methylene chloride was added 577 g (5.7 Mol) calcium chloride. The suspension was cooled to 0-5° C. A cold (0° C.) solution of 575 g (1.48 Mol) (2R, 3S)-[2-[4-(tert-butyl-dimethyl-silanyloxy)-3-oxo-butyl]-4-oxo-azetidin-3-yl]-carbamic acid tert-butyl ester (5) and 385 g (3.0 Mol) N,N-diisopropylethylamine was added at such a rate that the temperature does not rise above 5° C. (1.5 h). The reaction mixture wa... The reactants are NC1=C(C#N)C=C(C(=C1)[N+](=O)[O-])Br (2-Amino-5-bromo-4-nitrobenzonitrile), COC(N(C)C)OC (N,N-dimethylformamide dimethyl acetal). Conditions: time 20 minute. The product is BrC1=CC(=C(C=C1[N+](=O)[O-])N=CN(C)C)C#N (N′-(4-Bromo-2-cyano-5-nitrophenyl)-N,N-dimethylformimidamide). The yield is 86.0%. As a reaction SMILES: [NH2:1][C:2]1[CH:9]=[C:8]([N+:10]([O-:12])=[O:11])[C:7]([Br:13])=[CH:6][C:3]=1[C:4]#[N:5].CO[CH:16](OC)[N:17]([CH3:19])[CH3:18]>>[Br:13][C:7]1[C:8]([N+:10]([O-:12])=[O:11])=[CH:9][C:2]([N:1]=[CH:16][N:17]([CH3:19])[CH3:18])=[C:3]([C:4]#[N:5])[CH:6]=1. Reported procedure: 2-Amino-5-bromo-4-nitrobenzonitrile (815 mg, 3.37 mmol) is admixed with N,N-dimethylformamide dimethyl acetal (1.65 mL, 12.5 mmol). After 20 minutes in an ultrasonic bath, excess N,N-dimethylformamide dimethyl acetal is removed on a rotary evaporator to leave, after chromatographic purification of the residue (silica gel, n-hexane/ethyl acetate: 0→60% ethyl acetate) the product in 86% yield (863 mg). The reactants are C(C=C)NC(NN)=S (4-(2-propenyl)-3-thiosemicarbazide), C(C(=O)C1=CC=CC=C1)Cl (phenacyl chloride). Product: Cl.C1(=CC=CC=C1)C=1N(C(SC1)=NN)CC=C (4-Phenyl-3-(2-propenyl)-2(3H)-thiazolone hydrazone hydrochloride). Reaction SMILES: [CH2:1]([NH:4][C:5](=[S:8])[NH:6][NH2:7])[CH:2]=[CH2:3].[CH2:9]([Cl:18])[C:10]([C:12]1[CH:17]=[CH:16][CH:15]=[CH:14][CH:13]=1)=O>>[ClH:18].[C:12]1([C:10]2[N:4]([CH2:1][CH:2]=[CH2:3])[C:5](=[N:6][NH2:7])[S:8][CH:9]=2)[CH:17]=[CH:16][CH:15]=[CH:14][CH:13]=1 |f:2.3|. Procedure details: From 4-(2-propenyl)-3-thiosemicarbazide and phenacyl chloride. The reactants are NCCNCC(=O)OC (methyl 2-(2-aminoethylamino)acetate), ClC(=O)[C@]12[C@@H]([C@H]3CC[C@@H]4[C@]5(CC=C(C([C@@H]5CC[C@]4([C@@]3(CC1)C)C)(C)C)C1=CC=C(C(=O)OC)C=C1)C)[C@@H](CC2)C(=C)C (methyl 4-((1R,3aS,5aR,5bR,7aR,11aS,11bR,13aR,13bR)-3a-(chlorocarbonyl)-5a,5b,8,8,11a-pentamethyl-1-(prop-1-en-2-yl)-2,3,3a,4,5,5a,5b,6,7,7a,8,11,11a,11b,12,13,13a,13b-octadecahydro-1H-cyclopenta[a]chrysen-9-yl)benzoate). Reagents/catalysts: CN(C)C=1C=CN=CC1 (DMAP). Run in C(Cl)Cl (DCM), C(Cl)Cl (DCM). Reaction conditions: temperature 20 celsius, time 3 hour. The product is COC(CNCCNC(=O)[C@]12[C@@H]([C@H]3CC[C@@H]4[C@]5(CC=C(C([C@@H]5CC[C@]4([C@@]3(CC1)C)C)(C)C)C1=CC=C(C(=O)OC)C=C1)C)[C@@H](CC2)C(=C)C)=O (methyl 4-((1R,3aS,5aR,5bR,7aR,11aS,11bR,13aR,13bR)-3a-(2-(2-methoxy-2-oxoethylamino)ethylcarbamoyl)-5a,5b,8,8,11a-pentamethyl-1-(prop-1-en-2-yl)-2,3,3a,4,5,5a,5b,6,7,7a,8,11,11a,11b,12,13,13a,13b-octadecahydro-1H-cyclopenta[a]chrysen-9-yl)benzoate). As a reaction SMILES: [NH2:1][CH2:2][CH2:3][NH:4][CH2:5][C:6]([O:8][CH3:9])=[O:7].Cl[C:11]([C@:13]12[CH2:48][CH2:47][C@@H:46]([C:49]([CH3:51])=[CH2:50])[C@@H:14]1[C@@H:15]1[C@@:28]([CH3:31])([CH2:29][CH2:30]2)[C@@:27]2([CH3:32])[C@@H:18]([C@:19]3([CH3:45])[C@@H:24]([CH2:25][CH2:26]2)[C:23]([CH3:34])([CH3:33])[C:22]([C:35]2[CH:44]=[CH:43][C:38]([C:39]([O:41][CH3:42])=[O:40])=[CH:37][CH:36]=2)=[CH:21][CH2:20]3)[CH2:17][CH2:16]1)=[O:12]>CN(C1C=CN=CC=1)C.C(Cl)Cl>[CH3:9][O:8][C:6](=[O:7])[CH2:5][NH:4][CH2:3][CH2:2][NH:1][C:11]([C@:13]12[CH2:48][CH2:47][C@@H:46]([C:49]([CH3:51])=[CH2:50])[C@@H:14]1[C@@H:15]1[C@@:28]([CH3:31])([CH2:29][CH2:30]2)[C@@:27]2([CH3:32])[C@@H:18]([C@:19]3([CH3:45])[C@@H:24]([CH2:25][CH2:26]2)[C:23]([CH3:34])([CH3:33])[C:22]([C:35]2[CH:36]=[CH:37][C:38]([C:39]([O:41][CH3:42])=[O:40])=[CH:43][CH:44]=2)=[CH:21][CH2:20]3)[CH2:17][CH2:16]1)=[O:12]. Reported procedure: To a solution of methyl 2-(2-aminoethylamino)acetate (33.5 mg, 0.254 mmol), Hunig'sBase (0.089 mL, 0.507 mmol) and DMAP (20.66 mg, 0.169 mmol) in DCM (1.5 mL) was added methyl 4-((1R,3aS,5aR,5bR,7aR,11aS,11bR,13aR,13bR)-3a-(chlorocarbonyl)-5a,5b,8,8,11a-pentamethyl-1-(prop-1-en-2-yl)-2,3,3a,4,5,5a,5b,6,7,7a,8,11,11a,11b,12,13,13a,13b-octadecahydro-1H-cyclopenta[a]chrysen-9-yl)benzoate (100 mg, 0.169 mmol) in DCM (1.5 mL). The reaction mixture was stirred at 20° C. for three hours. LCMS indicated... The reactants are ClCCl, Nc1cc(F)cc(F)c1OCc1ccccc1, O=C1CCC(=O)N1Br. Yields the product Nc1cc(F)c(Br)c(F)c1OCc1ccccc1. As a reaction SMILES: [CH2:26]([Cl:27])[Cl:28].[CH2:9]([c:10]1[cH:11][cH:12][cH:13][cH:14][cH:15]1)[O:16][c:17]1[c:18]([NH2:25])[cH:19][c:20]([F:24])[cH:21][c:22]1[F:23].[O:1]=[C:2]1[N:3]([Br:8])[C:4](=[O:5])[CH2:6][CH2:7]1>>[Br:8][c:21]1[c:20]([F:24])[cH:19][c:18]([NH2:25])[c:17]([O:16][CH2:9][c:10]2[cH:11][cH:12][cH:13][cH:14][cH:15]2)[c:22]1[F:23]. The reactants are CC=1C([C@H]2O[C@@H](C1)CO2)=O (1,6-anhydro-3,4-dideoxy-3-methyl-β-D-glycero-hex-3-enopyranos-2-ulose), S(O)(O)(=O)=O (sulfuric acid), CO (methanol), C(O)([O-])=O.[Na+] (sodium hydrogencarbonate). Conditions: time 48 hour. Product: C[C@@]1(O)C(C(=C[C@H](O1)CO)C)=O (methyl 3,4-dideoxy-3-methyl-α-D-glycero-hex-3-enopyranos-2-ulose). RXN SMILES: S(=O)(=O)(O)O.[CH3:6][C:7]1[C:8](=[O:15])[C@@H]2[O:14][CH2:13][C@H:11]([CH:12]=1)O2.[C:16](=[O:19])([O-])[OH:17].[Na+].[CH3:21]O>>[CH3:21][C@@:16]1([O:19][C@H:11]([CH2:13][OH:14])[CH:12]=[C:7]([CH3:6])[C:8]1=[O:15])[OH:17] |f:2.3|. Reported procedure: 0.1 ml of concentrated sulfuric acid was added to 30 ml of a dry methanol solution containing 500 mg of 1,6-anhydro-3,4-dideoxy-3-methyl-β-D-glycero-hex-3-enopyranos-2-ulose (Intermediate No. 2), and the mixture was stirred at room temperature for 48 hours. Then, 30 ml of a saturated sodium hydrogencarbonate aqueous solution was added thereto, and the mixture was stirred at room temperature for 15 minutes and then concentrated under reduced pressure. Then, 200 ml of ethyl acetate was added there...